From a dataset of the Open Reaction Database (ORD), a public repository of structured organic reaction records. describe an organic reaction: reactants, conditions, products, and yield The reactants are CNC1CCCCC1, ClC(Cl)Cl, Clc1ccnc2[nH]ccc12, Cl. Product: CN(c1ccnc2[nH]ccc12)C1CCCCC1. Reaction SMILES: [CH3:12][NH:13][CH:14]1[CH2:15][CH2:16][CH2:17][CH2:18][CH2:19]1.[CH:20]([Cl:21])([Cl:22])[Cl:23].[Cl:1][c:2]1[c:3]2[c:4]([n:5][cH:6][cH:7]1)[nH:8][cH:9][cH:10]2.[ClH:11]>>[c:2]1([N:13]([CH3:12])[CH:14]2[CH2:15][CH2:16][CH2:17][CH2:18][CH2:19]2)[c:3]2[c:4]([n:5][cH:6][cH:7]1)[nH:8][cH:9][cH:10]2. Reactants: CC#N, CS(C)=O, CC(Cl)c1ccc2c(c1)CCC(=O)N2, Cl, O, c1c[nH]cn1. Yields the product CC(c1ccc2c(c1)CCC(=O)N2)n1ccnc1. As a reaction SMILES: [CH3:16][C:17]#[N:18].[CH3:19][S:20](=[O:21])[CH3:22].[Cl:2][CH:3]([CH3:4])[c:5]1[cH:6][c:7]2[c:12]([cH:13][cH:14]1)[NH:11][C:10](=[O:15])[CH2:9][CH2:8]2.[ClH:1].[OH2:28].[nH:23]1[cH:24][n:25][cH:26][cH:27]1>>[CH:3]([CH3:4])([c:5]1[cH:6][c:7]2[c:12]([cH:13][cH:14]1)[NH:11][C:10](=[O:15])[CH2:9][CH2:8]2)[n:23]1[cH:24][n:25][cH:26][cH:27]1.